Dataset: the Open Reaction Database (ORD), a public repository of structured organic reaction records. Task: describe an organic reaction: reactants, conditions, products, and yield Reactants: ClC=1C=C(C(=C(C1)NC(C)=O)O)[N+](=O)[O-] (N-(5-chloro-2-hydroxy-3-nitrophenyl)acetamide). Solvent: O (water), CC(C)O (2-propanol). Conditions: temperature 30 celsius. The product is NC1=CC(=CC(=C1O)[N+](=O)[O-])Cl (6-amino-4-chloro-2-nitrophenol). Yield: 91.0%. RXN SMILES: [Cl:1][C:2]1[CH:3]=[C:4]([N+:13]([O-:15])=[O:14])[C:5]([OH:12])=[C:6]([NH:8]C(=O)C)[CH:7]=1>O.CC(O)C>[NH2:8][C:6]1[C:5]([OH:12])=[C:4]([N+:13]([O-:15])=[O:14])[CH:3]=[C:2]([Cl:1])[CH:7]=1. Procedure details: 230.6 g (1 mole) of N-(5-chloro-2-hydroxy-3-nitrophenyl)acetamide prepared according to Example 1b was suspended in a mixture of 950 ml of water and 100 ml of 2-propanol under a mild nitrogen purge. 345 ml of 36% w/w hydrochloric acid was added followed by 25 ml of water. The mixture was heated to reflux in about 30° C., while vigorously stirring and refluxed for 2 hours. The mixture was cooled to 0-5° C. in about one hour and stirred for an additional hour at 0-5° C. The solid was filtered off,... The reactants are C(C)(C)OC(=O)N1C2=C(C(CCC1)NCC1=CC(=CC(=C1)C(F)(F)F)C(F)(F)F)C=C(C(=C2)Cl)Br (5-(3,5-Bis-trifluoromethyl-benzylamino)-7-bromo-8-chloro-2,3,4,5-tetrahydro-benzo[b]azepine-1-carboxylic acid isopropyl ester), N1=CC=CC=C1 (pyridine), C(C)(=O)OC(C)=O (acetic anhydride). The solvent is C(C)(=O)OCC (ethyl acetate). Run at time 8 hour. The product is C(C)(C)OC(=O)N1C2=C(C(CCC1)N(CC1=CC(=CC(=C1)C(F)(F)F)C(F)(F)F)C(C)=O)C=C(C(=C2)Cl)Br (5-[Acetyl-(3,5-bis-trifluoromethyl-benzyl)-amino]-7-bromo-8-chloro-2,3,4,5-tetrahydro-benzo[b]azepine-1-carboxylic acid isopropyl ester). Yield: 85.0%. Reaction SMILES: [CH:1]([O:4][C:5]([N:7]1[CH2:13][CH2:12][CH2:11][CH:10]([NH:14][CH2:15][C:16]2[CH:21]=[C:20]([C:22]([F:25])([F:24])[F:23])[CH:19]=[C:18]([C:26]([F:29])([F:28])[F:27])[CH:17]=2)[C:9]2[CH:30]=[C:31]([Br:35])[C:32]([Cl:34])=[CH:33][C:8]1=2)=[O:6])([CH3:3])[CH3:2].N1C=CC=CC=1.[C:42](OC(=O)C)(=[O:44])[CH3:43]>C(OCC)(=O)C>[CH:1]([O:4][C:5]([N:7]1[CH2:13][CH2:12][CH2:11][CH:10]([N:14]([C:42](=[O:44])[CH3:43])[CH2:15][C:16]2[CH:17]=[C:18]([C:26]([F:29])([F:28])[F:27])[CH:19]=[C:20]([C:22]([F:25])([F:23])[F:24])[CH:21]=2)[C:9]2[CH:30]=[C:31]([Br:35])[C:32]([Cl:34])=[CH:33][C:8]1=2)=[O:6])([CH3:3])[CH3:2]. Reported procedure: A mixture of crude 5-(3,5-Bis-trifluoromethyl-benzylamino)-7-bromo-8-chloro-2,3,4,5-tetrahydro-benzo[b]azepine-1-carboxylic acid isopropyl ester (1.40 g, 2.38 mmol) and pyridine (5.00 ml) was treated with acetic anhydride (5.00 ml) via dropwise addition. The mixture was stirred at room temperature overnight and then diluted with ethyl acetate (50.0 ml), washed with 1.00N HCl (2×50.0 ml) and brine (3×150 ml). Dried over Na2SO4, filtered and concentrated. Purification by silica gel chromatography ...